From a dataset of the Open Reaction Database (ORD), a public repository of structured organic reaction records. describe an organic reaction: reactants, conditions, products, and yield The reactants are Cl (HCl), N1CCOCC1 (Morpholine), C(CCC)N1C(NC(C=2N(C(=NC12)Cl)CC=C)=O)=O (3-butyl-8-chloro-7-(2-propen-1-yl)-3,7-dihydro-1H-purine-2,6-dione), C(=O)([O-])[O-].[Cs+].[Cs+] (Cs2CO3), BrCCCC(=O)OCC (ethyl 4-bromobutyrate). The reagents and catalysts are C=1C=CC(=CC1)[P](C=2C=CC=CC2)(C=3C=CC=CC3)[Pd]([P](C=4C=CC=CC4)(C=5C=CC=CC5)C=6C=CC=CC6)([P](C=7C=CC=CC7)(C=8C=CC=CC8)C=9C=CC=CC9)[P](C=1C=CC=CC1)(C=1C=CC=CC1)C=1C=CC=CC1 (tetrakis(triphenylphosphine)palladium(0)). The solvent is O (water), CCOC(=O)C (EtOAc), CN(C)C=O (DMF). Run at temperature 55 celsius, time 4 hour. Product: C(CCC)N1C(N(C(C=2NC(=NC12)Cl)=O)CCCC(=O)OCC)=O (Ethyl 4-(3-butyl-8-chloro-2,6-dioxo-2,3,6,7-tetrahydro-1H-purin-1-yl)butanoate). Yield: 67.0%. As a reaction SMILES: [CH2:1]([N:5]1[C:13]2[N:12]=[C:11]([Cl:14])[N:10](CC=C)[C:9]=2[C:8](=[O:18])[NH:7][C:6]1=[O:19])[CH2:2][CH2:3][CH3:4].C([O-])([O-])=O.[Cs+].[Cs+].Br[CH2:27][CH2:28][CH2:29][C:30]([O:32][CH2:33][CH3:34])=[O:31].N1CCOCC1.Cl>CN(C=O)C.C1C=CC([P]([Pd]([P](C2C=CC=CC=2)(C2C=CC=CC=2)C2C=CC=CC=2)([P](C2C=CC=CC=2)(C2C=CC=CC=2)C2C=CC=CC=2)[P](C2C=CC=CC=2)(C2C=CC=CC=2)C2C=CC=CC=2)(C2C=CC=CC=2)C2C=CC=CC=2)=CC=1.O.CCOC(C)=O>[CH2:1]([N:5]1[C:13]2[N:12]=[C:11]([Cl:14])[NH:10][C:9]=2[C:8](=[O:18])[N:7]([CH2:27][CH2:28][CH2:29][C:30]([O:32][CH2:33][CH3:34])=[O:31])[C:6]1=[O:19])[CH2:2][CH2:3][CH3:4] |f:1.2.3,^1:50,52,71,90|. Reported procedure: To 3-butyl-8-chloro-7-(2-propen-1-yl)-3,7-dihydro-1H-purine-2,6-dione (6.0 g, 21.24 mmol) in dry DMF (100 ml) was added Cs2CO3 (7.62 g, 23.36 mmol) followed by ethyl 4-bromobutyrate (4.556 g, 23.36 mmol). The mixture was heated at 55° C. for 18 h and allowed to cool then degassed by repeatedly evacuating and readmitting nitrogen. Morpholine (14.9 g, 171 mmol) was added followed by tetrakis(triphenylphosphine)palladium(0) (4.0 g, 3.46 mmol) and the mixture was stirred for 4 h. EtOAc (300 ml) and ... Starting materials: CS(C)=O, COC(=O)CCCC=CCN1C(=O)CCCC1CO, O=C([O-])C(F)(F)F, c1ccccc1, c1cc[nH+]cc1. Yields the product COC(=O)CCCC=CCN1C(=O)CCCC1C=O. Reaction SMILES: [CH3:1][S:2]([CH3:3])=[O:4].[CH3:5][O:6][C:7]([CH2:8][CH2:9][CH2:10][CH:11]=[CH:12][CH2:13][N:14]1[CH:15]([CH2:21][OH:22])[CH2:16][CH2:17][CH2:18][C:19]1=[O:20])=[O:23].[F:24][C:25]([F:26])([F:27])[C:28]([O-:29])=[O:30].[cH:37]1[cH:38][cH:39][cH:40][cH:41][cH:42]1.[nH+:31]1[cH:32][cH:33][cH:34][cH:35][cH:36]1>>[CH3:5][O:6][C:7]([CH2:8][CH2:9][CH2:10][CH:11]=[CH:12][CH2:13][N:14]1[CH:15]([CH:21]=[O:22])[CH2:16][CH2:17][CH2:18][C:19]1=[O:20])=[O:23]. The reactants are CNN (methyl hydrazine), CSC(=NC#N)S (cyanocarbonimidodithioic acid methyl ester). The solvent is C(C)#N (acetonitrile). Reaction conditions: time 16 hour. Yields the product C(#N)N=C(SC)N(N)C (N-Cyano-1-methylhydrazinecarboximidothioic acid, methyl ester). As a reaction SMILES: [CH3:1][NH:2][NH2:3].[CH3:4][S:5][C:6](S)=[N:7][C:8]#[N:9]>C(#N)C>[C:8]([N:7]=[C:6]([N:2]([CH3:1])[NH2:3])[S:5][CH3:4])#[N:9]. Procedure details: A mixture of methyl hydrazine (0.48 ml) and cyanocarbonimidodithioic acid methyl ester (1.3 g) in acetonitrile was stirred at 25° for 16 hours. The resulting solution was evaporated to a gum which was crystallised from acetonitrile/ether to give the title compound as colourless granules (210 mg) m.p. 69°-71°. Reactants: S1C2=C(C=C1C1=NC3=CC=CC=C3C(=C1)Cl)C=CC=C2 (2-benzo[b]thiophen-2-yl-4-chloro-quinoline), NCC(CO)O ((RS)-3-amino-1,2-propandiol). Yields the product Cl.S1C2=C(C=C1C1=NC3=CC=CC=C3C(=C1)NCC(CO)O)C=CC=C2 ((RS)-3-(2-Benzo[b]thiophen-2-yl-quinolin-4-ylamino)-propane-1,2-diol hydrochloride). As a reaction SMILES: [S:1]1[C:5]([C:6]2[CH:15]=[C:14]([Cl:16])[C:13]3[C:8](=[CH:9][CH:10]=[CH:11][CH:12]=3)[N:7]=2)=[CH:4][C:3]2[CH:17]=[CH:18][CH:19]=[CH:20][C:2]1=2.[NH2:21][CH2:22][CH:23]([OH:26])[CH2:24][OH:25]>>[ClH:16].[S:1]1[C:5]([C:6]2[CH:15]=[C:14]([NH:21][CH2:22][CH:23]([OH:26])[CH2:24][OH:25])[C:13]3[C:8](=[CH:9][CH:10]=[CH:11][CH:12]=3)[N:7]=2)=[CH:4][C:3]2[CH:17]=[CH:18][CH:19]=[CH:20][C:2]1=2 |f:2.3|. Reported procedure: The title compound, m.p. 253-255° C., and MS: m/e=386 (M+), was prepared from 2-benzo[b]thiophen-2-yl-4-chloro-quinoline and (RS)-3-amino-1,2-propandiol. Starting materials: FC(C1=C(C(=CC=C1)[N+](=O)[O-])C)(F)F (2-(trifluoromethyl)-6-nitrotoluene), BrN1C(CCC1=O)=O (N-bromosuccinimide), C(C1=CC=CC=C1)(=O)OOC(C1=CC=CC=C1)=O (benzoyl peroxide). Solvent: C(Cl)(Cl)(Cl)Cl (carbon tetrachloride). Run at time 14 hour. Yields the product FC(C1=C(CBr)C(=CC=C1)[N+](=O)[O-])(F)F (2-(trifluoromethyl)-6-nitrobenzyl bromide). Yield: 88.9%. RXN SMILES: [F:1][C:2]([F:14])([F:13])[C:3]1[CH:8]=[CH:7][CH:6]=[C:5]([N+:9]([O-:11])=[O:10])[C:4]=1[CH3:12].[Br:15]N1C(=O)CCC1=O.C(OOC(=O)C1C=CC=CC=1)(=O)C1C=CC=CC=1>C(Cl)(Cl)(Cl)Cl>[F:1][C:2]([F:13])([F:14])[C:3]1[CH:8]=[CH:7][CH:6]=[C:5]([N+:9]([O-:11])=[O:10])[C:4]=1[CH2:12][Br:15]. Procedure: A 500 mL round bottomed flask was charged with 250 mL of carbon tetrachloride 15.90 g. of 2-(trifluoromethyl)-6-nitrotoluene, 27.60 g. of N-bromosuccinimide, and 11.8 g of benzoyl peroxide. This mixture was brought under reflux and stirred at this temperature for 14 h. The mixture was cooled, filtered and 9.94 g of N-bromosuccinimide together with 4.2 g of benzoyl peroxide was added to the filtrate. This mixture was brought under reflux for 14 h. The mixture was cooled, filtered and the filtrate...